This data is from the Open Reaction Database (ORD), a public repository of structured organic reaction records. The task is: describe an organic reaction: reactants, conditions, products, and yield Starting materials: CCC(=O)NC1CC(n2cnc3c(NC(CC)CC)nc(N4CCC(NC(=O)NC5CCNC5)C4)nc32)C(O)C1O, CCC(=O)NC1CC(n2cnc3c(NCc4cccc5ccccc45)nc(Cl)nc32)C(O)C1O, O=C(O)C(F)(F)F, O=C(O)C(F)(F)F. Yields the product O=C(O)C(F)(F)F, CCC(=O)NC1CC(n2cnc3c(NCc4cccc5ccccc45)nc(N4CCC(NC(=O)NC5CCNC5)C4)nc32)C(O)C1O. RXN SMILES: [CH2:8]([CH:9]([CH2:10][CH3:11])[NH:13][c:14]1[c:15]2[n:16][cH:17][n:18]([CH:37]3[CH:38]([OH:48])[CH:39]([OH:47])[CH:40]([NH:42][C:43]([CH2:44][CH3:45])=[O:46])[CH2:41]3)[c:19]2[n:20][c:21]([N:23]2[CH2:24][CH:25]([NH:28][C:29](=[O:30])[NH:31][CH:32]3[CH2:33][NH:34][CH2:35][CH2:36]3)[CH2:26][CH2:27]2)[n:22]1)[CH3:12].[Cl:56][c:57]1[n:58][c:59]2[c:60]([n:61][cH:62][n:63]2[CH:64]2[CH2:65][CH:66]([NH:67][C:68](=[O:69])[CH2:70][CH3:71])[CH:72]([OH:73])[CH:74]2[OH:75])[c:76]([NH:77][CH2:79][c:80]2[cH:81][cH:82][cH:83][c:84]3[cH:85][cH:86][cH:87][cH:88][c:89]23)[n:78]1.[F:1][C:2]([C:3](=[O:4])[OH:5])([F:6])[F:7].[F:49][C:50]([F:51])([F:52])[C:53]([OH:54])=[O:55]>>[F:1][C:2]([C:3](=[O:4])[OH:5])([F:6])[F:7].[NH:13]([c:14]1[c:15]2[n:16][cH:17][n:18]([CH:37]3[CH:38]([OH:48])[CH:39]([OH:47])[CH:40]([NH:42][C:43]([CH2:44][CH3:45])=[O:46])[CH2:41]3)[c:19]2[n:20][c:21]([N:23]2[CH2:24][CH:25]([NH:28][C:29](=[O:30])[NH:31][CH:32]3[CH2:33][NH:34][CH2:35][CH2:36]3)[CH2:26][CH2:27]2)[n:22]1)[CH2:79][c:80]1[cH:81][cH:82][cH:83][c:84]2[cH:85][cH:86][cH:87][cH:88][c:89]12. Starting materials: CN1CC2=C(NC=3C=CC(=CC23)C)CC1 (2,8-dimethyl-2,3,4,5-tetrahydro-1H-pyrido[4,3-b]indole), BrC=1C=C(C=CC1)N(C)C ((3-bromo-phenyl)-dimethyl-amine), [O-]P(=O)([O-])[O-].[K+].[K+].[K+] (K3PO4), N1[C@H](C(=O)O)CCC1 (L-Proline). The reagents and catalysts are [Cu]I (CuI). Solvent: CN(C)C=O (DMF), O (water). Yields the product CN1CC2=C(N(C=3C=CC(=CC23)C)C=2C=C(C=CC2)N(C)C)CC1 ([3-(2,8-dimethyl-1,2,3,4-tetrahydro-pyrido[4,3-b]indol-5-yl)-phenyl]-dimethyl-amine), solid. RXN SMILES: [CH3:1][N:2]1[CH2:15][CH2:14][C:5]2[NH:6][C:7]3[CH:8]=[CH:9][C:10]([CH3:13])=[CH:11][C:12]=3[C:4]=2[CH2:3]1.Br[C:17]1[CH:18]=[C:19]([N:23]([CH3:25])[CH3:24])[CH:20]=[CH:21][CH:22]=1.[O-]P([O-])([O-])=O.[K+].[K+].[K+].N1CCC[C@H]1C(O)=O>CN(C=O)C.O.[Cu]I>[CH3:1][N:2]1[CH2:15][CH2:14][C:5]2[N:6]([C:17]3[CH:18]=[C:19]([N:23]([CH3:25])[CH3:24])[CH:20]=[CH:21][CH:22]=3)[C:7]3[CH:8]=[CH:9][C:10]([CH3:13])=[CH:11][C:12]=3[C:4]=2[CH2:3]1 |f:2.3.4.5|. Reported procedure: A solution of 2,8-dimethyl-2,3,4,5-tetrahydro-1H-pyrido[4,3-b]indole (0.2 g, 1 mmol), (3-bromo-phenyl)-dimethyl-amine (600 mg, 3 mmol), K3PO4 (636 mg, 3 mmol), L-Proline (69 mg, 0.6 mmol) and CuI (57 mg, 0.3 mmol) in dry DMF (4 mL) was stirred at 150° C. for 16 h. The reaction mixture was cooled to RT, diluted with water and extracted with EtOAc. The organic layer was dried over anhydrous sodium sulfate and concentrated under reduced pressure to afford crude material, which was purified by colum... Procedure: To a suspension of sodium hydride (60% in mineral oil, 2.0 equiv) in dry THF (0.45 M) under a nitrogen atmosphere was added a solution of 1-methylcyclobutanol (1.2 equiv) in dry THF (0.27 M) at 0° C. The reaction mixture was stirred at 30° C. for 30 min before a solution of 2,4-dichloro-5-iodo-7-((2-(trimethylsilyl)ethoxy)methyl)-7H-pyrrolo[2,3-d]pyrimidine (1 equiv) in dry THF (0.23 M) was added and the resulting reaction mixture was heated at 60° C. for 2 h. After the reaction was completed, t... The yield is 77.0%. Solvent: C1CCOC1 (THF), C1CCOC1 (THF), C1CCOC1 (THF). The product is ClC=1N=C(C2=C(N1)N(C=C2I)COCC[Si](C)(C)C)OC2(CCC2)C (2-Chloro-5-iodo-4-(1-methylcyclobutoxy)-7-((2-(trimethylsilyl)ethoxy)methyl)-7H-pyrrolo[2,3-d]pyrimidine). Run at temperature 60 celsius. Reaction SMILES: [H-].[Na+].[CH3:3][C:4]1([OH:8])[CH2:7][CH2:6][CH2:5]1.[Cl:9][C:10]1[N:11]=[C:12](Cl)[C:13]2[C:18]([I:19])=[CH:17][N:16]([CH2:20][O:21][CH2:22][CH2:23][Si:24]([CH3:27])([CH3:26])[CH3:25])[C:14]=2[N:15]=1>C1COCC1>[Cl:9][C:10]1[N:11]=[C:12]([O:8][C:4]2([CH3:3])[CH2:7][CH2:6][CH2:5]2)[C:13]2[C:18]([I:19])=[CH:17][N:16]([CH2:20][O:21][CH2:22][CH2:23][Si:24]([CH3:27])([CH3:26])[CH3:25])[C:14]=2[N:15]=1 |f:0.1|. Starting materials: CC1(CCC1)O (1-methylcyclobutanol), ClC=1N=C(C2=C(N1)N(C=C2I)COCC[Si](C)(C)C)Cl (2,4-dichloro-5-iodo-7-((2-(trimethylsilyl)ethoxy)methyl)-7H-pyrrolo[2,3-d]pyrimidine), [H-].[Na+] (sodium hydride). Reactants: COCCCN1CCOc2ccc(COC3CN(S(=O)(=O)c4ccc(C)cc4)C(CC(=O)O)CC3c3ccc(OC)cc3)cc21, CO, [Mg+2], C=[N+]=[N-], O=S(=O)([O-])[O-]. Product: COCCCN1CCOc2ccc(COC3CN(S(=O)(=O)c4ccc(C)cc4)C(CC(=O)OC)CC3c3ccc(OC)cc3)cc21. RXN SMILES: [CH3:1][O:2][c:3]1[cH:4][cH:5][c:6]([CH:9]2[CH2:10][CH:11]([CH2:42][C:43](=[O:44])[OH:45])[N:12]([S:32](=[O:33])(=[O:34])[c:35]3[cH:36][cH:37][c:38]([CH3:41])[cH:39][cH:40]3)[CH2:13][CH:14]2[O:15][CH2:16][c:17]2[cH:18][cH:19][c:20]3[c:21]([cH:31]2)[N:22]([CH2:26][CH2:27][CH2:28][O:29][CH3:30])[CH2:23][CH2:24][O:25]3)[cH:7][cH:8]1.[CH3:55][OH:56].[Mg+2:49].[N+:46](=[N-:47])=[CH2:48].[O-:50][S:51](=[O:52])(=[O:53])[O-:54]>>[CH3:1][O:2][c:3]1[cH:4][cH:5][c:6]([CH:9]2[CH2:10][CH:11]([CH2:42][C:43]([O:44][CH3:48])=[O:45])[N:12]([S:32](=[O:33])(=[O:34])[c:35]3[cH:36][cH:37][c:38]([CH3:41])[cH:39][cH:40]3)[CH2:13][CH:14]2[O:15][CH2:16][c:17]2[cH:18][cH:19][c:20]3[c:21]([cH:31]2)[N:22]([CH2:26][CH2:27][CH2:28][O:29][CH3:30])[CH2:23][CH2:24][O:25]3)[cH:7][cH:8]1. Product: CCOC(=O)C(O)c1c(F)ccc(O[Si](c2ccccc2)(c2ccccc2)C(C)(C)C)c1F. Starting materials: CC(C)(C)[Si](Oc1ccc(F)cc1F)(c1ccccc1)c1ccccc1, CCOC(=O)C=O, CN(C)CCN(C)CCN(C)C, [Li]CCCC, COCCOC, CCCCCC, Cc1ccccc1, Cl. As a reaction SMILES: [C:1]([CH3:2])([CH3:3])([CH3:4])[Si:5]([c:6]1[cH:7][cH:8][cH:9][cH:10][cH:11]1)([c:12]1[cH:13][cH:14][cH:15][cH:16][cH:17]1)[O:18][c:19]1[c:20]([F:26])[cH:21][c:22]([F:25])[cH:23][cH:24]1.[CH2:44]([CH3:45])[O:46][C:47]([CH:48]=[O:49])=[O:50].[CH3:27][N:28]([CH3:29])[CH2:30][CH2:31][N:32]([CH3:33])[CH2:34][CH2:35][N:36]([CH3:37])[CH3:38].[CH3:39][CH2:40][CH2:41][CH2:42][Li:43].[CH3:52][O:53][CH2:54][CH2:55][O:56][CH3:57].[CH3:58][CH2:59][CH2:60][CH2:61][CH2:62][CH3:63].[CH3:64][c:65]1[cH:66][cH:67][cH:68][cH:69][cH:70]1.[ClH:51]>>[C:1]([CH3:2])([CH3:3])([CH3:4])[Si:5]([c:6]1[cH:7][cH:8][cH:9][cH:10][cH:11]1)([c:12]1[cH:13][cH:14][cH:15][cH:16][cH:17]1)[O:18][c:19]1[c:20]([F:26])[c:21]([CH:48]([C:47]([O:46][CH2:44][CH3:45])=[O:50])[OH:49])[c:22]([F:25])[cH:23][cH:24]1. Reactants: CNC(=O)c1cccc(F)c1Nc1nc(Cl)ncc1Cl, CN(C)C(=O)CN1CCc2ccc(N)cc2CC1. The product is CNC(=O)c1cccc(F)c1Nc1nc(Nc2ccc3c(c2)CCN(CC(=O)N(C)C)CC3)ncc1Cl. Reaction SMILES: [Cl:19][c:20]1[n:21][cH:22][c:23]([Cl:38])[c:24]([NH:26][c:27]2[c:28]([C:29](=[O:30])[NH:31][CH3:32])[cH:33][cH:34][cH:35][c:36]2[F:37])[n:25]1.[NH2:1][c:2]1[cH:3][c:4]2[c:5]([cH:17][cH:18]1)[CH2:6][CH2:7][N:8]([CH2:11][C:12](=[O:13])[N:14]([CH3:15])[CH3:16])[CH2:9][CH2:10]2>>[NH:1]([c:2]1[cH:3][c:4]2[c:5]([cH:17][cH:18]1)[CH2:6][CH2:7][N:8]([CH2:11][C:12](=[O:13])[N:14]([CH3:15])[CH3:16])[CH2:9][CH2:10]2)[c:20]1[n:21][cH:22][c:23]([Cl:38])[c:24]([NH:26][c:27]2[c:28]([C:29](=[O:30])[NH:31][CH3:32])[cH:33][cH:34][cH:35][c:36]2[F:37])[n:25]1. The reactants are C1CCC2=NC3=C(NC(C21)=O)C=CC=C3 (2,3,9,10a-Tetrahydrobenzo[b]cyclopenta[e][1,4]-diazepin-10(1H)-one), C(O)([O-])=O.[Na+] (sodium hydrogencarbonate), C(#N)[BH3-].[Na+] (sodium cyanoborohydride), Cl.CO (hydrogen chloride methanol). The reagents and catalysts are CC1=C(C=C(C(=C1Br)O)Br)C2(C=3C=CC=CC3S(=O)(=O)O2)C=4C=C(C(=C(C4C)Br)O)Br (bromocresol green). Run in CO (methanol), O1CCCC1 (tetrahydrofuran), O (water). Conditions: temperature 0 celsius. Yields the product C1CCC2NC3=C(NC(C21)=O)C=CC=C3 (2,3,3a,4,9,10a-Hexahydrobenzo[b]cyclopenta-[e][1,4]diazepin-10(1H)-one). Isolated yield 100187.5%. As a reaction SMILES: [CH2:1]1[CH:10]2[C:4](=[N:5][C:6]3[CH:15]=[CH:14][CH:13]=[CH:12][C:7]=3[NH:8][C:9]2=[O:11])[CH2:3][CH2:2]1.C([BH3-])#N.[Na+].Cl.CO.C(=O)([O-])O.[Na+]>CO.O1CCCC1.CC1C(Br)=C(O)C(Br)=CC=1C1(C2C=C(Br)C(O)=C(Br)C=2C)OS(=O)(=O)C2C=CC=CC1=2.O>[CH2:1]1[CH:10]2[CH:4]([NH:5][C:6]3[CH:15]=[CH:14][CH:13]=[CH:12][C:7]=3[NH:8][C:9]2=[O:11])[CH2:3][CH2:2]1 |f:1.2,3.4,5.6|. Procedure: 2,3,9,10a-Tetrahydrobenzo[b]cyclopenta[e][1,4]-diazepin-10(1H)-one (38.3 g, 0.19 mmol) and bromocresol green (30 mg) were suspended in a mixture of methanol (200 mL) and tetrahydrofuran (200 mL), which was cooled to 0° C. To the suspension was added, at the same temperature, sodium cyanoborohydride (13.2 g, 0.21 mmol), to which was then added dropwise gradually a 10% hydrogen chloride-methanol solution until no more color change of the reaction system was observed. To the reaction mixture was ad... The reactants are ClCCl, Cc1ccc2c(c1)C(=O)OC2=O, O=C1OC(=O)c2cc(Cl)c(Cl)cc21, O=C1OC(=O)c2c(F)cccc21, O=C1OC(=O)c2ccccc21, NCCCn1ccnc1. Yields the product O=C(O)c1ccccc1C(=O)NCCCn1ccnc1. RXN SMILES: [CH2:58]([Cl:59])[Cl:60].[CH3:46][c:47]1[cH:48][c:49]2[c:55]([cH:56][cH:57]1)[C:53](=[O:54])[O:52][C:50]2=[O:51].[Cl:33][c:34]1[cH:35][c:36]2[c:42]([cH:43][c:44]1[Cl:45])[C:40](=[O:41])[O:39][C:37]2=[O:38].[F:21][c:22]1[cH:23][cH:24][cH:25][c:26]2[c:31]1[C:29](=[O:30])[O:28][C:27]2=[O:32].[O:1]=[C:2]1[O:3][C:4](=[O:5])[c:6]2[cH:7][cH:8][cH:9][cH:10][c:11]21.[n:12]1([CH2:17][CH2:18][CH2:19][NH2:20])[cH:13][n:14][cH:15][cH:16]1>>[O:1]=[C:2]([c:11]1[c:6]([C:4]([OH:3])=[O:5])[cH:7][cH:8][cH:9][cH:10]1)[NH:20][CH2:19][CH2:18][CH2:17][n:12]1[cH:13][n:14][cH:15][cH:16]1.